From a dataset of the Open Reaction Database (ORD), a public repository of structured organic reaction records. describe an organic reaction: reactants, conditions, products, and yield Reactants: C(C)C1=C(OCCCOC2=C(C=CC=C2)CCC(=O)O)C=C(C(=C1)C1=CC=C(C=C1)F)O (3-(2-(3-(2-ethyl-4-(4-fluorophenyl)-5-hydroxyphenoxy)propoxy)phenyl)propionic acid), S(=O)(Cl)Cl (thionyl chloride), CNC (dimethylamine). Run in ClCCl (dichloromethane), O (water). The product is CN(C(CCC1=C(C=CC=C1)OCCCOC1=C(C=C(C(=C1)O)C1=CC=C(C=C1)F)CC)=O)C (N,N-Dimethyl-3-(2-(3-(2-ethyl-4-(4-fluorophenyl)-5-hydroxyphenoxy)propoxy)phenyl)propionamide). As a reaction SMILES: [CH2:1]([C:3]1[CH:24]=[C:23]([C:25]2[CH:30]=[CH:29][C:28]([F:31])=[CH:27][CH:26]=2)[C:22]([OH:32])=[CH:21][C:4]=1[O:5][CH2:6][CH2:7][CH2:8][O:9][C:10]1[CH:15]=[CH:14][CH:13]=[CH:12][C:11]=1[CH2:16][CH2:17][C:18](O)=[O:19])[CH3:2].S(Cl)(Cl)=O.[CH3:37][NH:38][CH3:39]>ClCCl.O>[CH3:37][N:38]([CH3:39])[C:18](=[O:19])[CH2:17][CH2:16][C:11]1[CH:12]=[CH:13][CH:14]=[CH:15][C:10]=1[O:9][CH2:8][CH2:7][CH2:6][O:5][C:4]1[CH:21]=[C:22]([OH:32])[C:23]([C:25]2[CH:30]=[CH:29][C:28]([F:31])=[CH:27][CH:26]=2)=[CH:24][C:3]=1[CH2:1][CH3:2]. Procedure: A solution of 3-(2-(3-(2-ethyl-4-(4-fluorophenyl)-5-hydroxyphenoxy)propoxy)phenyl)propionic acid and several equivalents of thionyl chloride in dichloromethane was kept at room temperature for 3 hours, and then poured into a stirred solution of 40% dimethylamine in water. The organic layer was washed with aqueous hydrochloric acid, washed with saturated sodium chloride, dried over sodium sulfate, and evaporated in vacuo. The residue was chromatographed on silica gel eluting with ethyl acetate to... The reactants are SC=1NC2=C(N1)C=CC(=C2)OCC (2-mercapto-5-ethoxybenzimidazole), Cl.ClCC1=C(N)C=CC=C1 (2-(chloromethyl)aniline hydrochloride). Solvent: C(C)(C)O (isopropyl alcohol). The product is O.C(C)OC1=CC2=C(NC(=N2)SCC2=C(C=CC=C2)N)C=C1 (2-[[(5-Ethoxy-1H-benzimidazol-2-yl)thio)-methyl]benzenamine monohydrate). The yield is 106.1%. RXN SMILES: [SH:1][C:2]1[NH:3][C:4]2[CH:10]=[C:9]([O:11][CH2:12][CH3:13])[CH:8]=[CH:7][C:5]=2[N:6]=1.Cl.Cl[CH2:16][C:17]1[CH:23]=[CH:22][CH:21]=[CH:20][C:18]=1[NH2:19]>C(O)(C)C>[OH2:11].[CH2:12]([O:11][C:9]1[CH:8]=[CH:7][C:5]2[NH:6][C:2]([S:1][CH2:16][C:17]3[CH:23]=[CH:22][CH:21]=[CH:20][C:18]=3[NH2:19])=[N:3][C:4]=2[CH:10]=1)[CH3:13] |f:1.2,4.5|. Procedure: The title compound was prepared by the method of Example 1 using 3.00 g of 2-mercapto-5-ethoxybenzimidazole instead of 2-mercaptobenzimidazole and 2.76 g of 2-(chloromethyl)aniline hydrochloride instead of 2-(chloromethyl)-N,N-dimethylaniline in 250 ml of isopropyl alcohol. The basic extraction used 5% sodium hydroxide instead of sodium carbonate. Crystallization during concentration of the dichloromethane extract gave 2.60 g of the title compound as the monohydrate: m.p. 87-89° C. Analysis. Cal... RXN SMILES: [CH:24]([CH3:25])([CH3:26])[N:27]([C:28](=[O:29])[Cl:30])[CH:31]([CH3:32])[CH3:33].[NH2:1][c:2]1[c:3](-[c:7]2[n:8][c:9]3[c:10]([cH:11][c:12]4[c:16]([cH:17]3)[N:15]([CH2:18][CH3:19])[C:14](=[O:20])[C:13]4([CH3:21])[CH3:22])[nH:23]2)[n:4][nH:5][cH:6]1>>[NH:1]([c:2]1[c:3](-[c:7]2[n:8][c:9]3[c:10]([cH:11][c:12]4[c:16]([cH:17]3)[N:15]([CH2:18][CH3:19])[C:14](=[O:20])[C:13]4([CH3:21])[CH3:22])[nH:23]2)[n:4][nH:5][cH:6]1)[C:28]([N:27]([CH:24]([CH3:25])[CH3:26])[CH:31]([CH3:32])[CH3:33])=[O:29]. Reactants: CC(C)N(C(=O)Cl)C(C)C, CCN1C(=O)C(C)(C)c2cc3[nH]c(-c4n[nH]cc4N)nc3cc21. Product: CCN1C(=O)C(C)(C)c2cc3[nH]c(-c4n[nH]cc4NC(=O)N(C(C)C)C(C)C)nc3cc21.